This data is from the Open Reaction Database (ORD), a public repository of structured organic reaction records. The task is: describe an organic reaction: reactants, conditions, products, and yield Starting materials: COC1=CC=C(CCl)C=C1 (4-methoxybenzyl chloride), [K].C1(C=2C(C(N1)=O)=CC=CC2)=O (phthalimide potassium), ice water. The product is COC1=CC=C(CN2C(C=3C(C2=O)=CC=CC3)=O)C=C1 (N-(4-methoxybenzyl)phthalimide). As a reaction SMILES: [CH3:1][O:2][C:3]1[CH:10]=[CH:9][C:6]([CH2:7]Cl)=[CH:5][CH:4]=1.[K].[C:12]1(=[O:22])[NH:16][C:15](=[O:17])[C:14]2=[CH:18][CH:19]=[CH:20][CH:21]=[C:13]12>CN(C)C=O>[CH3:1][O:2][C:3]1[CH:10]=[CH:9][C:6]([CH2:7][N:16]2[C:15](=[O:17])[C:14]3=[CH:18][CH:19]=[CH:20][CH:21]=[C:13]3[C:12]2=[O:22])=[CH:5][CH:4]=1 |f:1.2,^1:10|. Reported procedure: A mixture of 20 g 4-methoxybenzyl chloride, 26 g phthalimide potassium, and 100 ml dimethylformamide was stirred at 50° C. for 5 hr. After cooling, the reaction solution was poured into ice water and the resulting precipitates were collected by filtration. These were washed with water and dried to give 31 g of N-(4-methoxybenzyl)phthalimide. The yield is 90.8%. The solvent is CN(C=O)C (dimethylformamide). Conditions: temperature 50 celsius, time 5 hour. The reactants are C(C)(C)(C)OC(NC1=C(C=C(C=C1)C1=CC=C(C=C1)F)N)=O ((3-amino-4′-fluoro-biphenyl-4-yl)-carbamic acid tert.-butyl ester), C(#N)C1=C(SC=C1)C1=CC(OC(O1)(C)C)=O (6-(3-cyano-thiophen-2-yl)-2,2-dimethyl-[1,3]dioxin-4-one). Product: C(C)(C)(C)OC(NC1=C(C=C(C=C1)C1=CC=C(C=C1)F)NC(CC(=O)C=1SC=CC1C#N)=O)=O ({3-[3-(3-Cyano-thiophen-2-yl)-3-oxo-propionylamino]-4′-fluoro-biphenyl-4-yl}-carbamic acid tert.-butyl ester). The yield is 52.3%. RXN SMILES: [C:1]([O:5][C:6](=[O:22])[NH:7][C:8]1[CH:13]=[CH:12][C:11]([C:14]2[CH:19]=[CH:18][C:17]([F:20])=[CH:16][CH:15]=2)=[CH:10][C:9]=1[NH2:21])([CH3:4])([CH3:3])[CH3:2].[C:23]([C:25]1[CH:29]=[CH:28][S:27][C:26]=1[C:30]1[O:35]C(C)(C)[O:33][C:32](=O)[CH:31]=1)#[N:24]>>[C:1]([O:5][C:6](=[O:22])[NH:7][C:8]1[CH:13]=[CH:12][C:11]([C:14]2[CH:15]=[CH:16][C:17]([F:20])=[CH:18][CH:19]=2)=[CH:10][C:9]=1[NH:21][C:32](=[O:33])[CH2:31][C:30]([C:26]1[S:27][CH:28]=[CH:29][C:25]=1[C:23]#[N:24])=[O:35])([CH3:4])([CH3:2])[CH3:3]. Procedure details: Prepared from (3-amino-4′-fluoro-biphenyl-4-yl)-carbamic acid tert.-butyl ester (Example G39) (302 mg, 1.0 mmol) and 6-(3-cyano-thiophen-2-yl)-2,2-dimethyl-[1,3]dioxin-4-one (Example J3) (250 mg, 1.06 mmol) according to the general procedure K. Obtained as alight yellow solid (251 mg).